Dataset: the Open Reaction Database (ORD), a public repository of structured organic reaction records. Task: describe an organic reaction: reactants, conditions, products, and yield Reactants: C1(CCCCC1)C(C)(C)C1=CC(=CC(=C1)OC)OC (1-(1-Cyclohexyl-1-methyl-ethyl)-3,5-dimethoxy-benzene), C(CCC)C1(SCCS1)C=1C=C(C=C(C1)O)O (5-(2-Butyl-[1,3]dithiolan-2-yl)-benzene-1,3-diol). Run in CCCCCC.C(C)OCC (hexane diethyl ether). Product: C1(CCCCC1)C(C)(C)C=1C=C(C=C(C1)O)O (5-(1-Cyclohexyl-1-methyl-ethyl)-benzene-1,3-diol). RXN SMILES: [CH:1]1([C:7]([C:10]2[CH:15]=[C:14]([O:16]C)[CH:13]=[C:12]([O:18]C)[CH:11]=2)([CH3:9])[CH3:8])[CH2:6][CH2:5][CH2:4][CH2:3][CH2:2]1.C(C1(C2C=C(O)C=C(O)C=2)SCCS1)CCC>CCCCCC.C(OCC)C>[CH:1]1([C:7]([C:10]2[CH:15]=[C:14]([OH:16])[CH:13]=[C:12]([OH:18])[CH:11]=2)([CH3:9])[CH3:8])[CH2:6][CH2:5][CH2:4][CH2:3][CH2:2]1 |f:2.3|. Procedure: Compound 21 was prepared from Compound 14 using the same procedure as described above for Compound 16. Yield 1.11 g (61.9%) as a viscous oil. Rf=0.28 (hexane:diethyl ether 6:4); 1H NMR δ 6.38 (d, J=2 Hz, 2H), 6.17 (t, J=2.25 Hz, 1H), 4.82 (br s, 2H), 1.71–1.68 (m, 2H), 1.63–1.60 (m, 1H), 1.53–1.51 (m, 2H), 1.42–1.36 (m, 1H), 1.17 (s, 6H), 1.16–1.03(m, 3H), 0.94–0.86 (m, 2H); 13C NMR δ 156.32, 154.45, 106.56, 100.02, 49.21, 40.85, 28.12, 27.39, 26.91, 25.39, 14.40; MS: (ESI, Neg.) m/z 233 ([M−H]−...